From a dataset of the Open Reaction Database (ORD), a public repository of structured organic reaction records. describe an organic reaction: reactants, conditions, products, and yield Starting materials: C(C)OC(CC1=CC=C(C=C1)S(=O)(=O)C)=O (ethyl(4-methanesulfonylphenyl)acetate), [Li+].CC(C)[N-]C(C)C (LDA), solution, CN1CCCN(C1=O)C (DMPU), ICC1CCOCC1 (4-iodomethyltetrahydropyran). Solvent: C1CCOC1 (THF), CCCCCCC.C1CCOC1.C1(=CC=CC=C1)CC (n-C7H16 THF PhEt), C1CCOC1 (THF), C1CCOC1 (THF). Run at temperature 20 celsius, time 30 minute. Product: CS(=O)(=O)C1=CC=C(C=C1)C(C(=O)OCC)CC1CCOCC1 (ethyl 2-(4-methanesulfonylphenyl)-3-(tetrahydropyran-4-yl)propionate). As a reaction SMILES: [Li+].CC([N-]C(C)C)C.CN1C(=O)N(C)CCC1.[CH2:18]([O:20][C:21](=[O:33])[CH2:22][C:23]1[CH:28]=[CH:27][C:26]([S:29]([CH3:32])(=[O:31])=[O:30])=[CH:25][CH:24]=1)[CH3:19].I[CH2:35][CH:36]1[CH2:41][CH2:40][O:39][CH2:38][CH2:37]1>CCCCCCC.C1COCC1.C1(CC)C=CC=CC=1.C1COCC1>[CH3:32][S:29]([C:26]1[CH:27]=[CH:28][C:23]([CH:22]([CH2:35][CH:36]2[CH2:41][CH2:40][O:39][CH2:38][CH2:37]2)[C:21]([O:20][CH2:18][CH3:19])=[O:33])=[CH:24][CH:25]=1)(=[O:31])=[O:30] |f:0.1,5.6.7|. Procedure: LDA (38.9 mL of a 1.8M solution in n-C7H16-THF-PhEt, 70.0 mmol) was added to a solution of DMPU (59.3 mL, 490.3 mmol) in anhydrous THF (150 mL) at −78° C. The mixture was stirred for 30 min, before being treated dropwise with a solution of ethyl(4-methanesulfonylphenyl)acetate (Preparation 15, 16.97 g, 70.0 mmol) in anhydrous THF (50 mL). Stirring was continued at −78° C. for 45 min, then a solution of 4-iodomethyltetrahydropyran (19.00 g, 84.0 mmol) in anhydrous THF (40 mL) was added. The mixtu... Starting materials: COc1ccccc1N1CCNCC1, CN(C)C=O, ClCCCC1OCCO1, [Na+], [OH-]. Yields the product COc1ccccc1N1CCN(CCCC2OCCO2)CC1. Reaction SMILES: [CH3:10][O:11][c:12]1[c:13]([N:18]2[CH2:19][CH2:20][NH:21][CH2:22][CH2:23]2)[cH:14][cH:15][cH:16][cH:17]1.[CH3:26][N:27]([CH3:28])[CH:29]=[O:30].[Cl:1][CH2:2][CH2:3][CH2:4][CH:5]1[O:6][CH2:7][CH2:8][O:9]1.[Na+:25].[OH-:24]>>[CH2:2]([CH2:3][CH2:4][CH:5]1[O:6][CH2:7][CH2:8][O:9]1)[N:21]1[CH2:20][CH2:19][N:18]([c:13]2[c:12]([O:11][CH3:10])[cH:17][cH:16][cH:15][cH:14]2)[CH2:23][CH2:22]1. Reactants: [H-].[Al+3].[Li+].[H-].[H-].[H-] (lithium aluminum hydride), COCOCCCCCCCCCCCCCCCC(=O)OCC (ethyl 16-methoxymethoxyhexadecanoate), S(=O)(=O)([O-])[O-].[Na+].[Na+] (sodium sulfate). Reaction SMILES: [CH3:1][O:2][CH2:3][O:4][CH2:5][CH2:6][CH2:7][CH2:8][CH2:9][CH2:10][CH2:11][CH2:12][CH2:13][CH2:14][CH2:15][CH2:16][CH2:17][CH2:18][CH2:19][C:20](OCC)=[O:21].[H-].[Al+3].[Li+].[H-].[H-].[H-].S([O-])([O-])(=O)=O.[Na+].[Na+]>O1CCCC1>[CH3:1][O:2][CH2:3][O:4][CH2:5][CH2:6][CH2:7][CH2:8][CH2:9][CH2:10][CH2:11][CH2:12][CH2:13][CH2:14][CH2:15][CH2:16][CH2:17][CH2:18][CH2:19][CH2:20][OH:21] |f:1.2.3.4.5.6,7.8.9|. Yields the product COCOCCCCCCCCCCCCCCCCO (16-Methoxymethoxyhexadecanol). Reported procedure: To a solution of 3.0 g of ethyl 16-methoxymethoxyhexadecanoate in 50 ml of tetrahydrofuran was added under ice-cooling 1.5 g of lithium aluminum hydride and the mixture was stirred for one hour. After a saturated aqueous solution of sodium sulfate was added, the insolubles precipitated out were filtered off and distilled under reduced pressure. The residue was chromatographed over a silica gel column to afford the title compound as a colorless oily substance. Solvent: O1CCCC1 (tetrahydrofuran). Reaction conditions: time 1 hour. Starting materials: ice-salt, [OH-].[K+] (KOH), benzaldehyde Schiff base, C(C)(C)(C)OC(CN)=O (glycine tert-butyl ester), C(C)(C)(C)OC(CN)=O (glycine tert-butyl ester), C(C1=CC=CC=C1)Br (benzyl bromide), N-(9-anthracenylmethyl)cinchonidium chloride, compound 10, C1(=CC=CC=C1)C (toluene). Solvent: O (water). Run at time 1 hour. Yields the product C(C)(C)(C)OC([C@@H](N)CC1=CC=CC=C1)=O ((S)-phenylalanine tert-butyl ester). Yield: 26.2%. As a reaction SMILES: [C:1]([O:5][C:6](=[O:9])[CH2:7][NH2:8])([CH3:4])([CH3:3])[CH3:2].[CH2:10](Br)[C:11]1[CH:16]=[CH:15][CH:14]=[CH:13][CH:12]=1.C1(C)C=CC=CC=1.[OH-].[K+]>O>[C:1]([O:5][C:6](=[O:9])[C@H:7]([CH2:10][C:11]1[CH:16]=[CH:15][CH:14]=[CH:13][CH:12]=1)[NH2:8])([CH3:4])([CH3:3])[CH3:2] |f:3.4|. Reported procedure: The benzaldehyde Schiff base of glycine tert-butyl ester (compound 9) (0.44 g; 2 mmol), benzyl bromide (0.32 g; 1.9 mmol), and N-(9-anthracenylmethyl)cinchonidium chloride (compound 10) (107 mg; 0.2 mmol) were added to toluene (4 mL), and the mixture was stirred vigorously (1400 rpm) with ice-salt cooling. When the internal temperature thereof had dropped to −5° C. or less, 48% KOH aqueous solution (0.46 g; 4 mmol, 2 equivalents) was added thereto. The mixture was stirred for one hour while main... The reactants are CC(=O)OC(C)=O, Nc1cc2cccnc2c(Br)n1, O, c1ccncc1. The product is CC(=O)Nc1cc2cccnc2c(Br)n1. Reaction SMILES: [CH3:13][C:14](=[O:15])[O:16][C:17](=[O:18])[CH3:19].[NH2:1][c:2]1[cH:3][c:4]2[cH:5][cH:6][cH:7][n:8][c:9]2[c:10]([Br:12])[n:11]1.[OH2:20].[cH:21]1[cH:22][cH:23][n:24][cH:25][cH:26]1>>[NH:1]([c:2]1[cH:3][c:4]2[cH:5][cH:6][cH:7][n:8][c:9]2[c:10]([Br:12])[n:11]1)[C:14]([CH3:13])=[O:15]. Solvent: CO (methanol). Procedure details: In 3 mL of methanol is suspended 0.6 g of methyl 6-bromo-3-hydroxy-2-pyrazinecarboxylate obtained according to the method described in literature [J. Med. Chem., 1969, 12(2), 285-287]. Then, 6 mL of 25% aqueous ammonia is added thereto and the resulting solution is stirred at ambient temperature for 17 hours. The reaction mixture is adjusted to pH 3 by adding 6 mol/L hydrochloric acid. The solvent is distilled off under reduced pressure. Isopropyl ether and water are added to the residue and fil... The product is BrC1=CN=C(C(=N1)C(=O)N)O (6-bromo-3-hydroxy-2-pyrazinecarboxamide). As a reaction SMILES: [Br:1][C:2]1[N:7]=[C:6]([C:8](OC)=[O:9])[C:5]([OH:12])=[N:4][CH:3]=1.[NH3:13].Cl>CO>[Br:1][C:2]1[N:7]=[C:6]([C:8]([NH2:13])=[O:9])[C:5]([OH:12])=[N:4][CH:3]=1. Reactants: BrC1=CN=C(C(=N1)C(=O)OC)O (methyl 6-bromo-3-hydroxy-2-pyrazinecarboxylate), N (ammonia), Cl (hydrochloric acid). Run at time 17 hour. Starting materials: N1(CCCCC1)CC=1C=C(OCCCN)C=CC1 (3-[3-(1-piperidinylmethyl) phenoxy]-1-propanamine), BrC1=CC=C(C=C1)S(=O)(=O)N=COCC (ethyl N-p-bromobenzenesulphonyl-formimidate). The solvent is C(C)O (ethanol), C(C)O (ethanol). Conditions: time 1 hour. The product is BrC1=CC=C(C=C1)S(=O)(=O)NC=NCCCOC1=CC(=CC=C1)CN1CCCCC1 (N-p-bromobenzene-sulphonyl-N'-[3-[3-(1-piperidinylmethyl)phenoxy]propyl] formamidine). The yield is 67.2%. As a reaction SMILES: [N:1]1([CH2:7][C:8]2[CH:9]=[C:10]([CH:16]=[CH:17][CH:18]=2)[O:11][CH2:12][CH2:13][CH2:14][NH2:15])[CH2:6][CH2:5][CH2:4][CH2:3][CH2:2]1.[Br:19][C:20]1[CH:25]=[CH:24][C:23]([S:26]([N:29]=[CH:30]OCC)(=[O:28])=[O:27])=[CH:22][CH:21]=1>C(O)C>[Br:19][C:20]1[CH:21]=[CH:22][C:23]([S:26]([NH:29][CH:30]=[N:15][CH2:14][CH2:13][CH2:12][O:11][C:10]2[CH:16]=[CH:17][CH:18]=[C:8]([CH2:7][N:1]3[CH2:6][CH2:5][CH2:4][CH2:3][CH2:2]3)[CH:9]=2)(=[O:28])=[O:27])=[CH:24][CH:25]=1. Procedure: To a solution of 6.2 g of 3-[3-(1-piperidinylmethyl) phenoxy]-1-propanamine (prepared according to British Pat. No. 2,023,133) in 20 ml of absolute ethanol, 7.3 g of ethyl N-p-bromobenzenesulphonyl-formimidate dissolved in 20 ml of absolute ethanol are dropwise added at room temperature. The mixture is kept under stirring for 1 hour and the ethanol is removed by distillation under reduced pressure. The resulting residue is purified by dissolving in 60 ml of ethyl acetate and 25 ml of water, then...